From a dataset of the Open Reaction Database (ORD), a public repository of structured organic reaction records. describe an organic reaction: reactants, conditions, products, and yield Reactants: O=C(N=C=S)c1ccccc1, CC(C)=O, Nc1ccn(CCCCO)n1. Yields the product O=C(NC(=S)Nc1ccn(CCCCO)n1)c1ccccc1. Reaction SMILES: [C:12]([c:13]1[cH:14][cH:15][cH:16][cH:17][cH:18]1)(=[O:19])[N:20]=[C:21]=[S:22].[CH3:23][C:24](=[O:25])[CH3:26].[NH2:1][c:2]1[n:3][n:4]([CH2:7][CH2:8][CH2:9][CH2:10][OH:11])[cH:5][cH:6]1>>[NH:1]([c:2]1[n:3][n:4]([CH2:7][CH2:8][CH2:9][CH2:10][OH:11])[cH:5][cH:6]1)[C:21]([NH:20][C:12]([c:13]1[cH:14][cH:15][cH:16][cH:17][cH:18]1)=[O:19])=[S:22]. The reactants are C1(=CC=C(C=C1)C[C@@H]1C[C@H](C(N1C(C(C)(C)C)=O)=O)C)C1=CC=CC=C1 ((3R,5S)-5-biphenyl-4-ylmethyl-1-(2,2-dimethylpropionyl)-3-methylpyrrolidin-2-one), Cl(=O)(=O)(=O)O (perchloric acid). The solvent is C(C)O (ethanol). The product is C(C)OC([C@@H](C[C@@H](CC1=CC=C(C=C1)C1=CC=CC=C1)N)C)=O ((2R,4S)-4-amino-5-biphenyl-4-yl-2-methylpentanoic acid ethyl ester). RXN SMILES: [C:1]1(C2C=CC=CC=2)[CH:6]=[CH:5][C:4]([CH2:7][C@H:8]2[N:12](C(=O)C(C)(C)C)[C:11](=[O:19])[C@H:10]([CH3:20])[CH2:9]2)=[CH:3][CH:2]=1.Cl(O)(=O)(=O)=O>C(O)C>[CH2:11]([O:19][C:11](=[O:19])[C@H:10]([CH3:20])[CH2:9][C@H:8]([NH2:12])[CH2:7][C:4]1[CH:3]=[CH:2][C:1]([C:1]2[CH:6]=[CH:5][CH:4]=[CH:3][CH:2]=2)=[CH:6][CH:5]=1)[CH3:10]. Reported procedure: 0.5 g (3R,5S)-5-biphenyl-4-ylmethyl-1-(2,2-dimethylpropionyl)-3-methylpyrrolidin-2-one, 5 ml ethanol and 0.3 ml perchloric acid were heated at about 80-120° C. for about 24 hours. The mixture was evaporated to dryness to obtain (2R,4S)-4-amino-5-biphenyl-4-yl-2-methylpentanoic acid ethyl ester (perchlorate salt). 1H NMR (CDCl3): 1.17 (3H), 1.20 (3H), 1.98 (2H), 2.76 (1H), 2.96 (1H), 3.29 (1H), 3.82 (1H), 3.96 (2H), 7.32-7.59 (13H), 8.21 (3H). Starting materials: CN1C(C(=C(C=C1C)O)C(=O)OCC)=O (ethyl 1,6-dimethyl-4-hydroxy-2-oxo-1,2-dihydropyridine-3-carboxyl ate), NC1=NN(C=C1)C (3-amino-1-methylpyrazole), BrC1=CC=CC=C1 (bromobenzene). Reaction conditions: time 6.5 hour. Yields the product CN1C(C(=C(C=C1C)O)C(=O)NC1=NN(C=C1)C)=O (1,6-dimethyl-4-hydroxy-N-(1-methylpyrazol-3-yl)-2-oxo-1,2-d ihydropyridine-3-carboxamide). Isolated yield 62.8%. RXN SMILES: [CH3:1][N:2]1[C:7]([CH3:8])=[CH:6][C:5]([OH:9])=[C:4]([C:10]([O:12]CC)=O)[C:3]1=[O:15].[NH2:16][C:17]1[CH:21]=[CH:20][N:19]([CH3:22])[N:18]=1.BrC1C=CC=CC=1>>[CH3:1][N:2]1[C:7]([CH3:8])=[CH:6][C:5]([OH:9])=[C:4]([C:10]([NH:16][C:17]2[CH:21]=[CH:20][N:19]([CH3:22])[N:18]=2)=[O:12])[C:3]1=[O:15]. Procedure details: 213 mg of ethyl 1,6-dimethyl-4-hydroxy-2-oxo-1,2-dihydropyridine-3-carboxyl ate and 79 mg of 3-amino-1-methylpyrazole were added to 2.5 ml of bromobenzene, then, the mixture was stirred for 6.5 hours under heat refluxing condition. The reaction mixture was cooled to room temperature. The resulting solid was collected by filtration, and washed with a mixed solvent of t-butyl methyl ether and hexane and dried to obtain 134 mg of 1,6-dimethyl-4-hydroxy-N-(1-methylpyrazol-3-yl)-2-oxo-1,2-d ihydropyr... Starting materials: CC(C)(C)c1cc(N)cc(C(C)(C)C)c1O, CC(C)(C)OC(=O)Nc1ccc(CC(=O)O)cc1, O=C(O)c1ccc(-c2ccc([N+](=O)[O-])cc2)o1. The product is CC(C)(C)c1cc(NC(=O)c2ccc(-c3ccc([N+](=O)[O-])cc3)o2)cc(C(C)(C)C)c1O. As a reaction SMILES: [C:1]([CH3:2])([CH3:3])([CH3:4])[c:5]1[c:6]([OH:16])[c:7]([C:12]([CH3:13])([CH3:14])[CH3:15])[cH:8][c:9]([NH2:11])[cH:10]1.[C:34]([O:35][C:36]([NH:37][c:38]1[cH:39][cH:40][c:41]([CH2:42][C:43]([OH:44])=[O:45])[cH:46][cH:47]1)=[O:48])([CH3:49])([CH3:50])[CH3:51].[N+:17](=[O:18])([O-:19])[c:20]1[cH:21][cH:22][c:23](-[c:26]2[cH:27][cH:28][c:29]([C:31](=[O:32])[OH:33])[o:30]2)[cH:24][cH:25]1>>[C:1]([CH3:2])([CH3:3])([CH3:4])[c:5]1[c:6]([OH:16])[c:7]([C:12]([CH3:13])([CH3:14])[CH3:15])[cH:8][c:9]([NH:11][C:31]([c:29]2[cH:28][cH:27][c:26](-[c:23]3[cH:22][cH:21][c:20]([N+:17](=[O:18])[O-:19])[cH:25][cH:24]3)[o:30]2)=[O:32])[cH:10]1. Starting materials: BrC=1C(C(OC1C1=CC=C(C=C1)S(=O)(=O)C)(C)C)=O (4-bromo-2,2-dimethyl-5-{4-(methylsulfonyl)phenyl}-3(2H)-furanone), C([O-])([O-])=O.[Na+].[Na+] (sodium carbonate), CC1=CC=C(C=C1)B(O)O (4-methyl-benzeneboronic acid). The reagents and catalysts are C=1C=CC(=CC1)[P](C=2C=CC=CC2)(C=3C=CC=CC3)[Pd]([P](C=4C=CC=CC4)(C=5C=CC=CC5)C=6C=CC=CC6)([P](C=7C=CC=CC7)(C=8C=CC=CC8)C=9C=CC=CC9)[P](C=1C=CC=CC1)(C=1C=CC=CC1)C=1C=CC=CC1 (tetrakis), C1(=CC=CC=C1)[Pd-3](C1=CC=CC=C1)C1=CC=CC=C1 (triphenylpalladium(0)). Run in C1=CC=CC=C1 (benzene). The product is CC1(OC(=C(C1=O)C1=CC=C(C=C1)C)C1=CC=C(C=C1)S(=O)(=O)C)C (2,2-dimethyl-4-(4-methylphenyl)-5-{4-(methylsulfonyl)phenyl}-3(2H)-furanone). The yield is 66.9%. As a reaction SMILES: Br[C:2]1[C:3](=[O:19])[C:4]([CH3:18])([CH3:17])[O:5][C:6]=1[C:7]1[CH:12]=[CH:11][C:10]([S:13]([CH3:16])(=[O:15])=[O:14])=[CH:9][CH:8]=1.C(=O)([O-])[O-].[Na+].[Na+].[CH3:26][C:27]1[CH:32]=[CH:31][C:30](B(O)O)=[CH:29][CH:28]=1>C1C=CC=CC=1.C1C=CC([P]([Pd]([P](C2C=CC=CC=2)(C2C=CC=CC=2)C2C=CC=CC=2)([P](C2C=CC=CC=2)(C2C=CC=CC=2)C2C=CC=CC=2)[P](C2C=CC=CC=2)(C2C=CC=CC=2)C2C=CC=CC=2)(C2C=CC=CC=2)C2C=CC=CC=2)=CC=1.C1([Pd-3](C2C=CC=CC=2)C2C=CC=CC=2)C=CC=CC=1>[CH3:17][C:4]1([CH3:18])[C:3](=[O:19])[C:2]([C:30]2[CH:31]=[CH:32][C:27]([CH3:26])=[CH:28][CH:29]=2)=[C:6]([C:7]2[CH:12]=[CH:11][C:10]([S:13]([CH3:16])(=[O:15])=[O:14])=[CH:9][CH:8]=2)[O:5]1 |f:1.2.3,^1:45,47,66,85|. Procedure details: To a stirred solution of 4-bromo-2,2-dimethyl-5-{4-(methylsulfonyl)phenyl}-3(2H)-furanone (110 mg) and tetrakis(triphenylpalladium(0) (54 mg) in 30 ml benzene, were added 2 M aqueous sodium carbonate (0.22 ml) and 4-methyl-benzeneboronic acid (60 mg). The reaction solution was stirred at reflux for 24 hours. Then the solvent was evaporated off under reduced pressure. The resulting residue was extracted with 50 ml water and dichloromethane (50 ml×3). The organic layer was concentrated in vacuo an... Reactants: CCOC(=O)CN1CC(C)(C)C(Oc2ccc(C#N)c(C(F)(F)F)c2)C1=O, CCO, Cl, [Na+], [OH-], O. Product: CC1(C)CN(CC(=O)O)C(=O)C1Oc1ccc(C#N)c(C(F)(F)F)c1. Reaction SMILES: [CH2:3]([CH3:4])[O:5][C:6]([CH2:7][N:8]1[C:9](=[O:28])[CH:10]([O:15][c:16]2[cH:17][c:18]([C:24]([F:25])([F:26])[F:27])[c:19]([C:22]#[N:23])[cH:20][cH:21]2)[C:11]([CH3:13])([CH3:14])[CH2:12]1)=[O:29].[CH3:31][CH2:32][OH:33].[ClH:30].[Na+:2].[OH-:1].[OH2:34]>>[O:5]=[C:6]([CH2:7][N:8]1[C:9](=[O:28])[CH:10]([O:15][c:16]2[cH:17][c:18]([C:24]([F:25])([F:26])[F:27])[c:19]([C:22]#[N:23])[cH:20][cH:21]2)[C:11]([CH3:13])([CH3:14])[CH2:12]1)[OH:29].